Dataset: the Open Reaction Database (ORD), a public repository of structured organic reaction records. Task: describe an organic reaction: reactants, conditions, products, and yield Reactants: C(C(=O)C)=O (pyruvaldehyde), NC1CCN(CC1)CC1=CC=CC=C1 (4-amino-1-benzylpiperidine). Solvent: CCOCC (Et2O), CCOCC (Et2O). Conditions: time 20 minute. Product: C(C1=CC=CC=C1)N1CCC(CC1)N=CC(C)=O (1 -Benzyl-4-(2-oxopropylidene)aminopiperidine). As a reaction SMILES: [CH:1](=O)[C:2]([CH3:4])=[O:3].[NH2:6][CH:7]1[CH2:12][CH2:11][N:10]([CH2:13][C:14]2[CH:19]=[CH:18][CH:17]=[CH:16][CH:15]=2)[CH2:9][CH2:8]1>CCOCC>[CH2:13]([N:10]1[CH2:11][CH2:12][CH:7]([N:6]=[CH:1][C:2](=[O:3])[CH3:4])[CH2:8][CH2:9]1)[C:14]1[CH:15]=[CH:16][CH:17]=[CH:18][CH:19]=1. Procedure: To a solution of pyruvaldehyde (40% w/w solution in water, 0.49 mL, 0.57 g, 3.19 mmol) in 10 mL of Et2O at room temperature was added dropwise 4-amino-1-benzylpiperidine (0.5 mL, 0.46 g, 2.45 mmol). After 20 min, the solution was diluted with 40 mL of Et2O and washed with 2×5 mL of water. The solution was concentrated in vacuo to yield the imine product which was used as such in the subsequent step: 1H NMR (CDCl3) δ7.62 (1H, s), 7.29 (5H, m), 3.53 (2H, s), 3.28 (1H, m), 2.91 (2H, m), 2.38 (3H, s... Starting materials: ClC1=C(C=C(C(=O)O)C=C1)S(NC1CCCCC1)(=O)=O (4-chloro-3-cyclohexylsulfamoylbenzoic acid), C(C)(C)OC(C)C (diisopropyl ether), S(=O)(Cl)Cl (thionyl chloride), Cl (HCl). Product: ClC1=C(C=C(C(=O)Cl)C=C1)S(NC1CCCCC1)(=O)=O (4-Chloro-3-cyclohexylsulfamoylbenzoylchloride). Reaction SMILES: [Cl:1][C:2]1[CH:10]=[CH:9][C:5]([C:6](O)=[O:7])=[CH:4][C:3]=1[S:11](=[O:20])(=[O:19])[NH:12][CH:13]1[CH2:18][CH2:17][CH2:16][CH2:15][CH2:14]1.S(Cl)([Cl:23])=O.Cl.C(OC(C)C)(C)C>>[Cl:1][C:2]1[CH:10]=[CH:9][C:5]([C:6]([Cl:23])=[O:7])=[CH:4][C:3]=1[S:11](=[O:20])(=[O:19])[NH:12][CH:13]1[CH2:18][CH2:17][CH2:16][CH2:15][CH2:14]1. Procedure: 30 g of 4-chloro-3-cyclohexylsulfamoylbenzoic acid were reacted as prescribed in Example 74a) with thionyl chloride and worked up analogously after HCl had finished to develop. Colorless crystals, melting point 119° C (from diisopropyl ether). The reactants are c1ccc2c(c1)CNC2, O=C(Cl)c1ccc(OC2CCN(C3CCC3)CC2)cc1, ClCCl, Cl. Product: O=C(c1ccc(OC2CCN(C3CCC3)CC2)cc1)N1Cc2ccccc2C1, Cl. RXN SMILES: [CH2:22]1[NH:23][CH2:24][c:25]2[cH:26][cH:27][cH:28][cH:29][c:30]21.[CH:2]1([N:6]2[CH2:7][CH2:8][CH:9]([O:12][c:13]3[cH:14][cH:15][c:16]([C:17](=[O:18])[Cl:19])[cH:20][cH:21]3)[CH2:10][CH2:11]2)[CH2:3][CH2:4][CH2:5]1.[Cl:31][CH2:32][Cl:33].[ClH:1]>>[CH:2]1([N:6]2[CH2:7][CH2:8][CH:9]([O:12][c:13]3[cH:14][cH:15][c:16]([C:17](=[O:18])[N:23]4[CH2:22][c:30]5[c:25]([cH:26][cH:27][cH:28][cH:29]5)[CH2:24]4)[cH:20][cH:21]3)[CH2:10][CH2:11]2)[CH2:3][CH2:4][CH2:5]1.[ClH:19].